From a dataset of the Open Reaction Database (ORD), a public repository of structured organic reaction records. describe an organic reaction: reactants, conditions, products, and yield Reactants: C([O-])([O-])=O.[Na+].[Na+] (sodium carbonate), BrC1=CC(=C(C=C1)C1C(C1)C(=O)OC)F ((+)-methyl 2-(4-bromo-2-fluorophenyl)cyclopropanecarboxylate), FC(CNC(=O)C1=CN(C2=NC=CC=C2C1=O)C1=CC(=CC=C1)B1OC(C(O1)(C)C)(C)C)(F)F (N-(2,2,2-trifluoroethyl)-1-[3-(4,4,5,5-tetramethyl-1,3,2-dioxaborolan-2-yl)phenyl]-1,4-dihydro-1,8-naphthyridin-4-one-3-carboxamide), CN(C1=C(C=CC=C1)C1=C(C=CC=C1)P(C1CCCCC1)C1CCCCC1)C (2-(dimethylamino)-2′-(dicyclohexylphosphino)biphenyl). Reaction SMILES: Br[C:2]1[CH:7]=[CH:6][C:5]([CH:8]2[CH2:10][CH:9]2[C:11]([O:13][CH3:14])=[O:12])=[C:4]([F:15])[CH:3]=1.[F:16][C:17]([F:49])([F:48])[CH2:18][NH:19][C:20]([C:22]1[C:31](=[O:32])[C:30]2[C:25](=[N:26][CH:27]=[CH:28][CH:29]=2)[N:24]([C:33]2[CH:38]=[CH:37][CH:36]=[C:35](B3OC(C)(C)C(C)(C)O3)[CH:34]=2)[CH:23]=1)=[O:21].CN(C)C1C=CC=CC=1C1C=CC=CC=1P(C1CCCCC1)C1CCCCC1.C(=O)([O-])[O-].[Na+].[Na+]>CN(C=O)C.CC(O)C.C1C=CC(/C=C/C(/C=C/C2C=CC=CC=2)=O)=CC=1.C1C=CC(/C=C/C(/C=C/C2C=CC=CC=2)=O)=CC=1.C1C=CC(/C=C/C(/C=C/C2C=CC=CC=2)=O)=CC=1.[Pd].[Pd]>[F:15][C:4]1[CH:3]=[C:2]([C:35]2[CH:36]=[CH:37][CH:38]=[C:33]([N:24]3[C:25]4[C:30](=[CH:29][CH:28]=[CH:27][N:26]=4)[C:31](=[O:32])[C:22]([C:20]([NH:19][CH2:18][C:17]([F:48])([F:49])[F:16])=[O:21])=[CH:23]3)[CH:34]=2)[CH:7]=[CH:6][C:5]=1[CH:8]1[CH2:10][CH:9]1[C:11]([O:13][CH3:14])=[O:12] |f:3.4.5,6.7,8.9.10.11.12|. The reagents and catalysts are C=1C=CC(=CC1)/C=C/C(=O)/C=C/C2=CC=CC=C2.C=1C=CC(=CC1)/C=C/C(=O)/C=C/C2=CC=CC=C2.C=1C=CC(=CC1)/C=C/C(=O)/C=C/C2=CC=CC=C2.[Pd].[Pd] (tris(dibenzylideneacetone)dipalladium(0)). Yields the product FC=1C=C(C=CC1C1C(C1)C(=O)OC)C1=CC(=CC=C1)N1C=C(C(C2=CC=CN=C12)=O)C(=O)NCC(F)(F)F ((+)-methyl 2-{3-fluoro-3′-[4-oxo-3-{[(2,2,2-trifluoroethyl)amino]carbonyl}-1,8-naphthyridin-1(4H)-yl]biphenyl-4-yl}cyclopropanecarboxylate). Procedure details: To a solution of (+)-methyl 2-(4-bromo-2-fluorophenyl)cyclopropanecarboxylate from step 8 (1.2 eq) and boronate ester from step 4 (1 eq) in DMF-iPrOH (1:1, 0.1M), was added tris(dibenzylideneacetone)dipalladium(0) (0.055 eq), 2-(dimethylamino)-2′-(dicyclohexylphosphino)biphenyl (0.13 eq) and a sodium carbonate solution (2M, 4 eq) The reaction mixture was heated at 78° C. for 2 h. The reaction mixture was filtered on Celite and silica gel (1:1) and washed with EtOAc. The filtrate was concentrated... The solvent is CN(C)C=O.CC(C)O (DMF iPrOH). Starting materials: CSC(=C[N+](=O)[O-])NCCCn1cc(C2=C(c3cn(C)c4ccccc34)C(=O)NC2=O)c2ccccc21, CCO, N. The product is Cn1cc(C2=C(c3cn(CCCNC(N)=C[N+](=O)[O-])c4ccccc34)C(=O)NC2=O)c2ccccc21. RXN SMILES: [CH3:1][n:2]1[cH:3][c:4]([C:11]2=[C:15]([c:16]3[cH:17][n:18]([CH2:25][CH2:26][CH2:27][NH:28][C:29](=[CH:30][N+:31](=[O:32])[O-:33])[S:34][CH3:35])[c:19]4[cH:20][cH:21][cH:22][cH:23][c:24]34)[C:14](=[O:36])[NH:13][C:12]2=[O:37])[c:5]2[cH:6][cH:7][cH:8][cH:9][c:10]12.[CH3:39][CH2:40][OH:41].[NH3:38]>>[CH3:1][n:2]1[cH:3][c:4]([C:11]2=[C:15]([c:16]3[cH:17][n:18]([CH2:25][CH2:26][CH2:27][NH:28][C:29](=[CH:30][N+:31](=[O:32])[O-:33])[NH2:38])[c:19]4[cH:20][cH:21][cH:22][cH:23][c:24]34)[C:14](=[O:36])[NH:13][C:12]2=[O:37])[c:5]2[cH:6][cH:7][cH:8][cH:9][c:10]12. Reactants: ClCCl, Cc1c(-c2noc(-c3cnc(OC(C)C)c(Cl)c3)n2)ccc2c1CCN(C(=O)OC(C)(C)C)C2CCCC(=O)O, O=C(O)C(F)(F)F. The product is Cc1c(-c2noc(-c3cnc(OC(C)C)c(Cl)c3)n2)ccc2c1CCNC2CCCC(=O)O. As a reaction SMILES: [Cl:48][CH2:49][Cl:50].[Cl:8][c:9]1[cH:10][c:11](-[c:19]2[n:20][c:21](-[c:24]3[c:25]([CH3:47])[c:26]4[c:31]([cH:32][cH:33]3)[CH:30]([CH2:34][CH2:35][CH2:36][C:37](=[O:38])[OH:39])[N:29]([C:40]([O:41][C:42]([CH3:43])([CH3:44])[CH3:45])=[O:46])[CH2:28][CH2:27]4)[n:22][o:23]2)[cH:12][n:13][c:14]1[O:15][CH:16]([CH3:17])[CH3:18].[OH:1][C:2]([C:3]([F:4])([F:5])[F:6])=[O:7]>>[Cl:8][c:9]1[cH:10][c:11](-[c:19]2[n:20][c:21](-[c:24]3[c:25]([CH3:47])[c:26]4[c:31]([cH:32][cH:33]3)[CH:30]([CH2:34][CH2:35][CH2:36][C:37](=[O:38])[OH:39])[NH:29][CH2:28][CH2:27]4)[n:22][o:23]2)[cH:12][n:13][c:14]1[O:15][CH:16]([CH3:17])[CH3:18]. Reactants: CNC (Dimethylamine), solution, CN(C(OC1=CC=C(C=C1)[N+](=O)[O-])=O)CC#C (4-nitrophenyl methyl(prop-2-yn-1-yl)carbamate). Run in C1CCOC1 (THF), ClCCl (dichloromethane). Yields the product CN(C(=O)N(CC#C)C)C (N,N,N′-trimethyl-N′-prop-2-yn-1-ylurea). The yield is 46.0%. RXN SMILES: [CH3:1][NH:2][CH3:3].[CH3:4][N:5]([CH2:18][C:19]#[CH:20])[C:6](=[O:17])OC1C=CC([N+]([O-])=O)=CC=1>C1COCC1.ClCCl>[CH3:1][N:2]([CH3:3])[C:6]([N:5]([CH3:4])[CH2:18][C:19]#[CH:20])=[O:17]. Procedure details: N-Methylpropargylamine (600 mg, 8.70 mmol) and triethylamine (878 mg, 8.68 mmol) in dichloromethane (10 ml) were added dropwise, with ice cooling, to a stirred solution of 4-nitrophenyl chloroformate (1.75 g, 8.68 mmol) in dichloromethane (10 ml). The reaction was stirred at ice temperature for 3 hr. then the resulting solution purified by column chromatography on silica using 25% ethyl acetate in iso-hexane as eluent. Thus was obtained 4-nitrophenyl methyl(prop-2-yn-1-yl)carbamate (1.80 g, 89%)... Starting materials: C(C1=CC=CC=C1)N(C([C@H](CC1=CC2=CC=CC=C2C=C1)N(C(=O)OC(C)(C)C)CC=C)=O)C ((S)-N-benzyl-N-methyl-2-[N'-(t-butoxycarbonyl)-allylamino]-3-(naphth-2-yl)-propionamide), CSC (dimethyl sulfide), C(C)(=O)OCC (ethyl acetate), N1=CC=CC=C1 (pyridine), O=O (oxygen). Solvent: ClCCl.CO (dichloromethane methanol). Reaction conditions: temperature -78 celsius, time 16 hour. The product is C(C1=CC=CC=C1)N(C([C@H](CC1=CC2=CC=CC=C2C=C1)N(C(=O)OC(C)(C)C)CC=O)=O)C ((S)-N-Benzyl-N-methyl-2-[N'-(t-butoxycarbonyl)-2-oxo-ethylamino]-3-(naphth-2-yl)-propionamide). Reaction SMILES: [CH2:1]([N:8]([CH3:34])[C:9](=[O:33])[C@@H:10]([N:22]([CH2:30][CH:31]=C)[C:23]([O:25][C:26]([CH3:29])([CH3:28])[CH3:27])=[O:24])[CH2:11][C:12]1[CH:21]=[CH:20][C:19]2[C:14](=[CH:15][CH:16]=[CH:17][CH:18]=2)[CH:13]=1)C1C=CC=CC=1.N1C=[CH:39][CH:38]=[CH:37][CH:36]=1.[O:41]=O.CSC.C(O[CH2:50][CH3:51])(=O)C>ClCCl.CO>[CH2:1]([N:8]([CH3:34])[C:9](=[O:33])[C@@H:10]([N:22]([CH2:30][CH:31]=[O:41])[C:23]([O:25][C:26]([CH3:28])([CH3:27])[CH3:29])=[O:24])[CH2:11][C:12]1[CH:21]=[CH:20][C:19]2[C:14](=[CH:15][CH:16]=[CH:17][CH:18]=2)[CH:13]=1)[C:51]1[CH:50]=[CH:39][CH:38]=[CH:37][CH:36]=1 |f:5.6|. Procedure: Combine (S)-N-benzyl-N-methyl-2-[N'-(t-butoxycarbonyl)-allylamino]-3-(naphth-2-yl)-propionamide (3.34 g, 7.29 mmol), and pyridine (0.03 ml) in dichloromethane/methanol (66 mL/7 mL). Cool to -78° C. Pass ozonized oxygen through the solution until a persistent light blue color is obtained. Pass nitrogen through the solution until the blue color dissipates. Add dimethyl sulfide (12 mL). Allow the reaction mixture to warm to ambient temperature and stir for 16 hours. Concentrate in vacuo to obtain a... The reactants are ClCC(=O)Cl (chloroacetyl chloride), C(CC)C=1C=CC=C2C=CC(NC12)=O (8-propylcarbostyril). Yields the product ClCC(=O)C=1C=C2C=CC(NC2=C(C1)CCC)=O (6-chloroacetyl-8-propylcarbostyril). Reaction SMILES: [Cl:1][CH2:2][C:3](Cl)=[O:4].[CH2:6]([C:9]1[CH:10]=[CH:11][CH:12]=[C:13]2[C:18]=1[NH:17][C:16](=[O:19])[CH:15]=[CH:14]2)[CH2:7][CH3:8]>>[Cl:1][CH2:2][C:3]([C:11]1[CH:12]=[C:13]2[C:18](=[C:9]([CH2:6][CH2:7][CH3:8])[CH:10]=1)[NH:17][C:16](=[O:19])[CH:15]=[CH:14]2)=[O:4]. Procedure details: By using chloroacetyl chloride and 8-propylcarbostyril, there was obtained 6-chloroacetyl-8-propylcarbostyril as a white powder having a melting point of 244°-247° C.